From a dataset of the Open Reaction Database (ORD), a public repository of structured organic reaction records. describe an organic reaction: reactants, conditions, products, and yield Starting materials: COC(CNC([C@@H](NC(=O)OC(C)(C)C)CCSC)=O)=O (N-Boc-L-methionyl-glycine methyl ester), CI (methyl iodide). Conditions: time 6.5 hour. Yields the product [I-].C[SH2+].COC(CNC([C@@H](NC(=O)OC(C)(C)C)CCSC)=O)=O (N-Boc-L-methionyl-glycine methyl ester methylsulfonium iodide). Yield: 100.0%. RXN SMILES: [CH3:1][O:2][C:3](=[O:21])[CH2:4][NH:5][C:6](=[O:20])[C@H:7]([CH2:16][CH2:17][S:18][CH3:19])[NH:8][C:9]([O:11][C:12]([CH3:15])([CH3:14])[CH3:13])=[O:10].C[I:23]>>[I-:23].[CH3:17][SH2+:18].[CH3:1][O:2][C:3](=[O:21])[CH2:4][NH:5][C:6](=[O:20])[C@H:7]([CH2:16][CH2:17][S:18][CH3:19])[NH:8][C:9]([O:11][C:12]([CH3:13])([CH3:15])[CH3:14])=[O:10] |f:2.3.4|. Reported procedure: The compound of Example 19 (960 mg, 3 mmole) was dissolved with stirring in 6 mL of methyl iodide at room temperature. The reaction mixture was stirred for 6.5 hours over which time a gummy solid had separated. The supernatant was drawn off and the residue was dried under vacuum to give 1.41 g (100%) of the title compound as a hygroscopic foam. Reactants: C1CCOC1, Cl, COC(=O)Cc1ccc2nc(-c3nccc4ccccc34)oc2c1F, [Na+], [OH-]. The product is O=C(O)Cc1ccc2nc(-c3nccc4ccccc34)oc2c1F. RXN SMILES: [CH2:26]1[O:27][CH2:28][CH2:29][CH2:30]1.[ClH:33].[F:1][c:2]1[c:3]([CH2:21][C:22](=[O:23])[O:24][CH3:25])[cH:4][cH:5][c:6]2[n:7][c:8](-[c:11]3[n:12][cH:13][cH:14][c:15]4[cH:16][cH:17][cH:18][cH:19][c:20]34)[o:9][c:10]12.[Na+:32].[OH-:31]>>[F:1][c:2]1[c:3]([CH2:21][C:22](=[O:23])[OH:24])[cH:4][cH:5][c:6]2[n:7][c:8](-[c:11]3[n:12][cH:13][cH:14][c:15]4[cH:16][cH:17][cH:18][cH:19][c:20]34)[o:9][c:10]12. Reactants: COc1ccc2cc(C(C)C(=O)O)ccc2c1, NCc1ccc(F)cc1. Reagents/catalysts: C1CCC(CC1)N=C=NC2CCCCC2 (DCC), CN1CCOCC1 (NMM), C1(=C(C(=C(C(=C1F)F)F)F)F)O (Pentafluorophenol). Run in CN(C)C=O (DMF), CN(C)C=O (DMF), CN(C)C=O (DMF), CN(C)C=O (DMF), CN(C)C=O (DMF), CN(C)C=O (DMF). Reaction conditions: temperature 25 celsius, time 2 hour. Yields the product COc1ccc2cc(C(C)C(=O)NCc3ccc(F)cc3)ccc2c1. Yield: 26.1%. Reaction SMILES: NCc1ccc(F)cc1.COc1ccc2cc(C(C)C(=O)O)ccc2c1.C1CCC(CC1)N=C=NC2CCCCC2.C1(=C(C(=C(C(=C1F)F)F)F)F)O.CN1CCOCC1.CN(C)C=O>>COc1ccc2cc(C(C)C(=O)NCc3ccc(F)cc3)ccc2c1. Reactants: NC(C(=O)N(C)C(C(C1=CC=CC=C1)O)C)CCCC1OCCO1 (α-Amino-N-(2-hydroxy-1-methyl-2-phenylethyl)-N-methyl-1,3-dioxolane-2-pentanamide), O (water), O (water). Conditions: time 8 hour. The product is N[C@H](C(=O)O)CCCC1OCCO1 ((S)-α-Amino-1,3-dioxolane-2-pentanoic Acid). As a reaction SMILES: [NH2:1][CH:2]([CH2:17][CH2:18][CH2:19][CH:20]1[O:24][CH2:23][CH2:22][O:21]1)[C:3](N(C(C)C(O)C1C=CC=CC=1)C)=[O:4].[OH2:25]>>[NH2:1][C@@H:2]([CH2:17][CH2:18][CH2:19][CH:20]1[O:24][CH2:23][CH2:22][O:21]1)[C:3]([OH:4])=[O:25]. Procedure: A 250 ml flask equipped with an argon inlet, magnetic stir bar and reflux condenser was charged with 5.9 g of the product from Example 1 and water (80 ml). The reaction was refluxed for seven hours and then allowed to stir overnight at room temperature. The reaction mixture was diluted with water (120 ml) and washed with methylene chloride (2×50 ml). The combined methylene chloride layers were extracted once with water (50 ml), and the combined aqueous layers were concentrated in vacuo. The resi... Reactants: NC1=NC(=NC=C1)CCCCN1C(C=2C(C1=O)=CC=CC2)=O (4-amino-2-(4-phthalimidobutyl)pyrimidine), FC(CN=C=S)(F)F (2,2,2-trifluoroethylisothiocyanate). Solvent: C(C)#N (acetonitrile), C(C)#N (acetonitrile). Run at time 18 hour. The product is FC(CNC(NC1=NC(=NC=C1)CCCCN1C(C=2C(C1=O)=CC=CC2)=O)=S)(F)F (4-[3-(2,2,2-trifluoroethyl)thioureido]-2-(4-phthalimidobutyl)pyrimidine). Isolated yield 69.8%. RXN SMILES: [NH2:1][C:2]1[CH:7]=[CH:6][N:5]=[C:4]([CH2:8][CH2:9][CH2:10][CH2:11][N:12]2[C:16](=[O:17])[C:15]3=[CH:18][CH:19]=[CH:20][CH:21]=[C:14]3[C:13]2=[O:22])[N:3]=1.[F:23][C:24]([F:30])([F:29])[CH2:25][N:26]=[C:27]=[S:28]>C(#N)C>[F:23][C:24]([F:30])([F:29])[CH2:25][NH:26][C:27](=[S:28])[NH:1][C:2]1[CH:7]=[CH:6][N:5]=[C:4]([CH2:8][CH2:9][CH2:10][CH2:11][N:12]2[C:13](=[O:22])[C:14]3=[CH:21][CH:20]=[CH:19][CH:18]=[C:15]3[C:16]2=[O:17])[N:3]=1. Procedure: A mixture of 4-amino-2-(4-phthalimidobutyl)pyrimidine (1 g.), 2,2,2-trifluoroethylisothiocyanate (1 g.) and acetonitrile was stirred at 70° for 18 hours. The mixture was diluted with acetonitrile (10 ml.), cooled in ice and then filtered to give 4-[3-(2,2,2-trifluoroethyl)thioureido]-2-(4-phthalimidobutyl)pyrimidine (1.03 g.), m.p. 204°-205°.